describe an organic reaction: reactants, conditions, products, and yield From a dataset of the Open Reaction Database (ORD), a public repository of structured organic reaction records. Solvent: C(C)(=O)O (acetic acid). The product is COCCOCCOC1=CC=C(C=C1)S(=O)C1=CC=C(C=C1)OCCOCCOC (bis[4-[2-(2-methoxyethoxy)ethoxy]phenyl]sulfoxide). Starting materials: C1(=CC=CC=C1)C (toluene), O (water), OO (hydrogen peroxide), COCCOCCOC1=CC=C(C=C1)SC1=CC=C(C=C1)OCCOCCOC (bis[4-[2-(2-methoxyethoxy)ethoxy]phenyl]sulfide), O (water). Reagents/catalysts: O.O.O.O.O.S(=S)(=O)([O-])[O-].[Na+].[Na+] (sodium thiosulfate pentahydrate). Reaction SMILES: [CH3:1][O:2][CH2:3][CH2:4][O:5][CH2:6][CH2:7][O:8][C:9]1[CH:14]=[CH:13][C:12]([S:15][C:16]2[CH:21]=[CH:20][C:19]([O:22][CH2:23][CH2:24][O:25][CH2:26][CH2:27][O:28][CH3:29])=[CH:18][CH:17]=2)=[CH:11][CH:10]=1.[OH:30]O.O.C1(C)C=CC=CC=1>C(O)(=O)C.O.O.O.O.O.S([O-])([O-])(=O)=S.[Na+].[Na+]>[CH3:29][O:28][CH2:27][CH2:26][O:25][CH2:24][CH2:23][O:22][C:19]1[CH:20]=[CH:21][C:16]([S:15]([C:12]2[CH:13]=[CH:14][C:9]([O:8][CH2:7][CH2:6][O:5][CH2:4][CH2:3][O:2][CH3:1])=[CH:10][CH:11]=2)=[O:30])=[CH:17][CH:18]=1 |f:5.6.7.8.9.10.11.12|. Run at time 12 hour. Procedure: In 200 g of acetic acid was dissolved 26.6 g of bis[4-[2-(2-methoxyethoxy)ethoxy]phenyl]sulfide obtained in Synthesis Example 1-42. While the solution was maintained at an internal temperature of 30° C., 6.4 g of 35 wt % aqueous hydrogen peroxide was added dropwise. The reaction solution was aged at room temperature for 12 hours, after which under ice cooling, a mixture of 0.5 g sodium thiosulfate pentahydrate and 20 g water was added dropwise to quench the reaction. The solution was combined wi... The yield is 95.0%. Starting materials: Cl (hydrochloric acid), FC(C1=CC=C(C=C1)CC(=O)O)(F)F ((4-trifluoromethyl-phenyl)-acetic acid), B.O1CCCC1 (borane tetrahydrofuran), COC1=CC=C(C=N1)N (6-methoxy-pyridin-3-ylamine), ON1N=NC2=C1C=CC=C2 (1-hydroxybenzotriazole), Cl.CN(CCCN=C=NCC)C (1-(3-dimethylaminopropyl)-3-ethylcarbodiimide hydrochloride), C(C)(C)N(C(C)C)CC (N,N-diisopropyl ethyl amine), B.O1CCCC1 (borane tetrahydrofuran). The solvent is C(C)(=O)OCC (ethyl acetate), ClCCl (dichloromethane). Conditions: time 3 hour. Yields the product COC1=CC=C(C=N1)NCCC1=CC=C(C=C1)C(F)(F)F ((6-Methoxy-pyridin-3-yl)-[2-(4-trifluoromethyl-phenyl)-ethyl]-amine). Reaction SMILES: [F:1][C:2]([F:14])([F:13])[C:3]1[CH:8]=[CH:7][C:6]([CH2:9][C:10](O)=O)=[CH:5][CH:4]=1.[CH3:15][O:16][C:17]1[N:22]=[CH:21][C:20]([NH2:23])=[CH:19][CH:18]=1.ON1C2C=CC=CC=2N=N1.Cl.CN(C)CCCN=C=NCC.C(N(CC)C(C)C)(C)C.B.O1CCCC1.Cl>ClCCl.C(OCC)(=O)C>[CH3:15][O:16][C:17]1[N:22]=[CH:21][C:20]([NH:23][CH2:10][CH2:9][C:6]2[CH:7]=[CH:8][C:3]([C:2]([F:14])([F:13])[F:1])=[CH:4][CH:5]=2)=[CH:19][CH:18]=1 |f:3.4,6.7|. Procedure: To a suspension of (4-trifluoromethyl-phenyl)-acetic acid (100 mg, commercially available), 6-methoxy-pyridin-3-ylamine (1.1 eq., commercially available) and 1-hydroxybenzotriazole (1.1 eq) in dichloromethane (2 mL) was added under a nitrogen atmosphere 1-(3-dimethylaminopropyl)-3-ethylcarbodiimide hydrochloride (1.1 eq) and N,N-diisopropyl ethyl amine (1.2 eq.). After stirring for 3 h at ambient temperature, the reaction mixture was concentrated and a solution of borane-tetrahydrofuran complex ... Reactants: FC1=C(C=CC=C1)N=C=O (1-fluoro-2-isocyanatobenzene), NC1=CC=C(C=C1)C1=NOC(=C1)/C(/SCC)=N/[C@@H](C(=O)OC)C(C)C ((R,Z)-methyl 2-((3-(4-aminophenyl)isoxazol-5-yl)(ethylthio) methyleneamino)-3-methylbutanoate). Yields the product C(C)S\C(\C1=CC(=NO1)C1=CC=C(C=C1)NC(=O)NC1=C(C=CC=C1)F)=N/[C@@H](C(=O)OC)C(C)C ((R,Z)-Methyl 2-(ethylthio(3-(4-(3-(2-fluorophenyl)ureido)phenyl) isoxazol-5-yl)methyleneamino)-3-methylbutanoate). The yield is 76.0%. As a reaction SMILES: [F:1][C:2]1[CH:7]=[CH:6][CH:5]=[CH:4][C:3]=1[N:8]=[C:9]=[O:10].[NH2:11][C:12]1[CH:17]=[CH:16][C:15]([C:18]2[CH:22]=[C:21](/[C:23](=[N:27]/[C@H:28]([CH:33]([CH3:35])[CH3:34])[C:29]([O:31][CH3:32])=[O:30])/[S:24][CH2:25][CH3:26])[O:20][N:19]=2)=[CH:14][CH:13]=1>>[CH2:25]([S:24]/[C:23](=[N:27]\[C@H:28]([CH:33]([CH3:34])[CH3:35])[C:29]([O:31][CH3:32])=[O:30])/[C:21]1[O:20][N:19]=[C:18]([C:15]2[CH:16]=[CH:17][C:12]([NH:11][C:9]([NH:8][C:3]3[CH:4]=[CH:5][CH:6]=[CH:7][C:2]=3[F:1])=[O:10])=[CH:13][CH:14]=2)[CH:22]=1)[CH3:26]. Procedure: The title compound was prepared according to the procedure as set forth in example 151, except that 1-fluoro-2-isocyanatobenzene was used in place of 1-fluoro-3-isocyanatobenzene and (R,Z)-methyl 2-((3-(4-aminophenyl)isoxazol-5-yl)(ethylthio) methyleneamino)-3-methylbutanoate was used in place of methyl 2-(3-(4-aminophenyl)isoxazole-5-carboxamido)-3-methylbutanoate to yield 76% of the title compound. MS (ESI): m/z 499 (M+H)+; 1HNMR (DMSO-d6, 300 MHz): δ 8.124 (s, 1H), 8.101 (d, 1H), 7.858 (s, 1H... Reactants: N#N.N[C@H]([C@@H](C[C@@]1(N(CCC1)C(C)(C)C)C(=O)N)O)CC1=CC=CC=C1 (N2 [3(S)-amino-2(R)-hydroxy-4-phenylbutyl]-N1 -tert.butyl-L-prolinamide), OC1=CC=CC=2NN=NC21 (hydroxybenzotriazole), C1(CCCCC1)N=C=NC1CCCCC1 (dicyclohexylcarbodiimide), C(C1=CC=CC=C1)OC(=O)N[C@@H](CC#N)C(=O)O (N-(benzyloxycarbonyl)-3-cyano-L-alanine). The solvent is ClCCl (dichloromethane), CN(C=O)C (dimethyformamide). Product: N#N.O.C(C1=CC=CC=C1)OC(=O)N[C@@H](CC#N)C(=O)N[C@H]([C@@H](C[C@@]1(N(CCC1)C(C)(C)C)C(=O)N)O)CC1=CC=CC=C1.C(C1=CC=CC=C1)OC(=O)N[C@@H](CC#N)C(=O)N[C@H]([C@@H](C[C@@]1(N(CCC1)C(C)(C)C)C(=O)N)O)CC1=CC=CC=C1 (N2 [3(S)-[[N-(benzyloxycarbonyl)-3-cyano-L-alanyl]amino]-2(R)-hydroxy-4-phenylbutyl]-N1 -tert.butyl-L-prolinamide hemihydrate). Yield: 23.4%. As a reaction SMILES: [CH2:1]([O:8][C:9]([NH:11][C@H:12]([C:16]([OH:18])=[O:17])[CH2:13][C:14]#[N:15])=[O:10])[C:2]1[CH:7]=[CH:6][CH:5]=[CH:4][CH:3]=1.OC1C2N=[N:26][NH:25]C=2C=CC=1.C1(N=C=NC2CCCCC2)CCCCC1.N#N.[NH2:46][C@@H:47]([CH2:63][C:64]1[CH:69]=[CH:68][CH:67]=[CH:66][CH:65]=1)[C@H:48]([OH:62])[CH2:49][C@@:50]1([C:59]([NH2:61])=[O:60])[CH2:54][CH2:53][CH2:52][N:51]1[C:55]([CH3:58])([CH3:57])[CH3:56]>CN(C)C=O.ClCCl>[N:25]#[N:26].[OH2:8].[CH2:1]([O:8][C:9]([NH:11][C@H:12]([C:16]([NH:46][C@@H:47]([CH2:63][C:64]1[CH:69]=[CH:68][CH:67]=[CH:66][CH:65]=1)[C@H:48]([OH:62])[CH2:49][C@@:50]1([C:59]([NH2:61])=[O:60])[CH2:54][CH2:53][CH2:52][N:51]1[C:55]([CH3:58])([CH3:56])[CH3:57])=[O:18])[CH2:13][C:14]#[N:15])=[O:10])[C:2]1[CH:3]=[CH:4][CH:5]=[CH:6][CH:7]=1.[CH2:1]([O:8][C:9]([NH:11][C@H:12]([C:16]([NH:46][C@@H:47]([CH2:63][C:64]1[CH:69]=[CH:68][CH:67]=[CH:66][CH:65]=1)[C@H:48]([OH:62])[CH2:49][C@@:50]1([C:59]([NH2:61])=[O:60])[CH2:54][CH2:53][CH2:52][N:51]1[C:55]([CH3:58])([CH3:56])[CH3:57])=[O:17])[CH2:13][C:14]#[N:15])=[O:10])[C:2]1[CH:3]=[CH:4][CH:5]=[CH:6][CH:7]=1 |f:3.4,7.8.9.10|. Procedure details: 0.122 g of N-(benzyloxycarbonyl)-3-cyano-L-alanine was dissolved in 2 ml of dry dimethyformamide. The solution was stirred and cooled in an ice/salt bath and treated with 0.066 g of hydroxybenzotriazole and 0.1 g of dicyclohexylcarbodiimide. The mixture was stirred for 5 minutes and then treated with 0.163 g of N2 -[3(S)-amino-2(R)-hydroxy-4-phenylbutyl]-N1 -tert.butyl-L-prolinamide in 2.5 ml of dry dichloromethane. The mixture was allowed to warm to room temperature and was then stirred overnig... Starting materials: CCCNC(=O)C=Cc1ccc2ccn(Cc3ccc(C(=O)OC)cc3OC)c2c1, CO, Cl, [Li+], C1CCOC1, [OH-], O, O. Yields the product CCCNC(=O)C=Cc1ccc2ccn(Cc3ccc(C(=O)O)cc3OC)c2c1. As a reaction SMILES: [CH2:4]([CH2:5][CH3:6])[NH:7][C:8](=[O:9])[CH:10]=[CH:11][c:12]1[cH:13][cH:14][c:15]2[cH:16][cH:17][n:18]([CH2:21][c:22]3[c:23]([O:32][CH3:33])[cH:24][c:25]([C:26](=[O:27])[O:28][CH3:29])[cH:30][cH:31]3)[c:19]2[cH:20]1.[CH3:36][OH:37].[ClH:34].[Li+:3].[O:38]1[CH2:39][CH2:40][CH2:41][CH2:42]1.[OH-:2].[OH2:1].[OH2:35]>>[CH2:4]([CH2:5][CH3:6])[NH:7][C:8](=[O:9])[CH:10]=[CH:11][c:12]1[cH:13][cH:14][c:15]2[cH:16][cH:17][n:18]([CH2:21][c:22]3[c:23]([O:32][CH3:33])[cH:24][c:25]([C:26](=[O:27])[OH:28])[cH:30][cH:31]3)[c:19]2[cH:20]1.